Dataset: the Open Reaction Database (ORD), a public repository of structured organic reaction records. Task: describe an organic reaction: reactants, conditions, products, and yield Starting materials: C(C)(C)(C)OC(=O)N1C2=CC=C(C=C2C=2CCC(CC12)C(C)(C(=O)OC)S(=O)(=O)C1=CC=CC=C1)N(C)C ((RS,SR)-2-(-1-benzenesulfonyl-1-methoxycarbonyl-ethyl)-6-dimethylamino-1,2,3,4-tetrahydro-carbazole-9-carboxylic acid tert-butyl ester), C(=O)(C(F)(F)F)O (TFA), C(=O)(O)[O-].[Na+] (NaHCO3). Run in C(Cl)Cl (CH2Cl2). Run at time 5 hour. Yields the product COC(C(C)(C1CC=2NC3=CC=C(C=C3C2CC1)N(C)C)S(=O)(=O)C1=CC=CC=C1)=O ((RS,SR)-2-benzenesulfonyl-2-(6-dimethylamino-2,3,4,9-tetrahydro-1H-carbazol-2-yl)-propionic acid methyl ester). Isolated yield 4.6%. Reaction SMILES: C(OC([N:8]1[C:20]2[CH2:19][CH:18]([C:21]([S:27]([C:30]3[CH:35]=[CH:34][CH:33]=[CH:32][CH:31]=3)(=[O:29])=[O:28])([C:23]([O:25][CH3:26])=[O:24])[CH3:22])[CH2:17][CH2:16][C:15]=2[C:14]2[C:9]1=[CH:10][CH:11]=[C:12]([N:36]([CH3:38])[CH3:37])[CH:13]=2)=O)(C)(C)C.C(O)(C(F)(F)F)=O.C([O-])(O)=O.[Na+]>C(Cl)Cl>[CH3:26][O:25][C:23](=[O:24])[C:21]([S:27]([C:30]1[CH:31]=[CH:32][CH:33]=[CH:34][CH:35]=1)(=[O:29])=[O:28])([CH:18]1[CH2:17][CH2:16][C:15]2[C:14]3[C:9](=[CH:10][CH:11]=[C:12]([N:36]([CH3:37])[CH3:38])[CH:13]=3)[NH:8][C:20]=2[CH2:19]1)[CH3:22] |f:2.3|. Procedure: To 42 mg (9.3 mmol) of (RS,SR)-2-(-1-benzenesulfonyl-1-methoxycarbonyl-ethyl)-6-dimethylamino-1,2,3,4-tetrahydro-carbazole-9-carboxylic acid tert-butyl ester in 1 ml of CH2Cl2 were added 0.06 ml of TFA at 0° C. The solution was stirred at RT for 5 h, a NaHCO3 solution was added, and the inorganic phase was extracted with CH2Cl2, washed with brine and dried over Na2SO4. Column chromatography on ISOLUTE Flash NH2 (Separtis, aminopropyl-modified silicagel) with EtOAc/heptane 2:1, followed by titura... Starting materials: BrCC(=O)OCC (ethyl bromoacetate), ClC=1C=C(C=C(C1)Cl)N1C(NC2(C1=CCCC2)CC2=CC=C(C#N)C=C2)=O (4-[1-(3,5-Dichlorophenyl)-2-oxo-1,2,3,4,5,6-hexahydro-benzimidazol-3a-ylmethyl]benzonitrile), [H-].[Na+] (NaH). The solvent is CN(C)C=O (DMF), CN(C)C=O (DMF). Reaction conditions: time 1 hour. Product: C(C)OC(CC12C(NC(N1C1=CC(=CC(=C1)Cl)Cl)=O)(CCCC2)CC2=CC=C(C=C2)C#N)=O ([7a-(4-Cyano-benzyl)-3-(3,5-Dichlorophenyl)-2-oxo-2,3,5,6,7,7a-hexahydro-benzimidazol-3a-yl]-acetic acid ethyl ester). As a reaction SMILES: [Cl:1][C:2]1[CH:3]=[C:4]([N:9]2[C:13]3=[CH:14][CH2:15][CH2:16][CH2:17][C:12]3([CH2:18][C:19]3[CH:26]=[CH:25][C:22]([C:23]#[N:24])=[CH:21][CH:20]=3)[NH:11][C:10]2=[O:27])[CH:5]=[C:6]([Cl:8])[CH:7]=1.[H-].[Na+].Br[CH2:31][C:32]([O:34][CH2:35][CH3:36])=[O:33]>CN(C=O)C>[CH2:35]([O:34][C:32](=[O:33])[CH2:31][C:13]12[CH2:14][CH2:15][CH2:16][CH2:17][C:12]1([CH2:18][C:19]1[CH:20]=[CH:21][C:22]([C:23]#[N:24])=[CH:25][CH:26]=1)[NH:11][C:10](=[O:27])[N:9]2[C:4]1[CH:5]=[C:6]([Cl:8])[CH:7]=[C:2]([Cl:1])[CH:3]=1)[CH3:36] |f:1.2|. Reported procedure: 4-[1-(3,5-Dichlorophenyl)-2-oxo-1,2,3,4,5,6-hexahydro-benzimidazol-3a-ylmethyl]benzonitrile (150 mg) (0.38 mmol) in DMF (5 ml) was carefully dropped on a suspension of NaH 60% (18.2 mg) (1.2 eq) in DMF (5 ml) at RT. The reaction mixture was stirred for 1 h at RT, then ethyl bromoacetate (0.052 ml) (1.2 eq) was added. After one night, the reaction mixture was poured on water and extracted with tBuOMe. The organic layer was washed with water, dried over Na2SO4 and concentrated. The residue was pur... Reactants: C(CCCCCO)O (1,6-hexanediol), C1(CCCCCO1)=O (ε-caprolactone), carboxylic acid, O (water), C(CCCCC(=O)O)(=O)O (adipic acid), 1,4-cyclohexanediols, OCCCCCC(=O)O (6-hydroxy-caproic acid). The solvent is C1CCCCC1 (cyclohexane). The product is C1(CCCCC1)=O.C1(CCCCC1)O (cyclohexanone cyclohexanol), O=O (oxygen). As a reaction SMILES: [CH2:1](O)[CH2:2][CH2:3][CH2:4][CH2:5][CH2:6][OH:7].[C:9]1(=[O:16])[O:15][CH2:14][CH2:13][CH2:12][CH2:11][CH2:10]1.C(O)(=O)CCCCC(O)=O.OCCCCCC(O)=O.[OH2:36]>C1CCCCC1>[C:6]1(=[O:7])[CH2:5][CH2:4][CH2:3][CH2:2][CH2:1]1.[CH:9]1([OH:16])[CH2:10][CH2:11][CH2:12][CH2:13][CH2:14]1.[O:36]=[O:15] |f:6.7|. Reported procedure: Moreover, WO 97/31883 describes a process for preparing 1,6-hexanediol and ε-caprolactone from a carboxylic acid mixture which comprises adipic acid, 6-hydroxy-caproic acid and small amounts of 1,4-cyclohexanediols and is obtained as a by-product of the oxidation of cyclohexane to cyclohexanone/cyclohexanol with oxygen or oxygen-comprising gases and by water extraction of the reaction mixture, and this mixture is esterified with a low molecular weight alcohol to give the corresponding carboxylic... The reactants are BrCC1=C(C(=O)OCC)C=CN=C1Cl (ethyl 3-(bromomethyl)-2-chloroisonicotinate), Cl.CC=1C=C(C=NC1OCCC(F)(F)F)C(C)N (1-(5-methyl-6-(3,3,3-trifluoropropoxy)pyridin-3-yl)ethanamine hydrochloride). The product is ClC1=NC=CC2=C1CN(C2=O)C(C)C=2C=NC(=C(C2)C)OCCC(F)(F)F (4-chloro-2-(1-(5-methyl-6-(3,3,3-trifluoropropoxy)pyridin-3-yl)ethyl)-2,3-dihydro-1H-pyrrolo[3,4-c]pyridin-1-one). Isolated yield 61.0%. RXN SMILES: Br[CH2:2][C:3]1[C:13]([Cl:14])=[N:12][CH:11]=[CH:10][C:4]=1[C:5]([O:7]CC)=O.Cl.[CH3:16][C:17]1[CH:18]=[C:19]([CH:30]([NH2:32])[CH3:31])[CH:20]=[N:21][C:22]=1[O:23][CH2:24][CH2:25][C:26]([F:29])([F:28])[F:27]>>[Cl:14][C:13]1[C:3]2[CH2:2][N:32]([CH:30]([C:19]3[CH:20]=[N:21][C:22]([O:23][CH2:24][CH2:25][C:26]([F:29])([F:27])[F:28])=[C:17]([CH3:16])[CH:18]=3)[CH3:31])[C:5](=[O:7])[C:4]=2[CH:10]=[CH:11][N:12]=1 |f:1.2|. Procedure details: The title compound is prepared in 61% yield (260 mg, colorless amorphous solid) from ethyl 3-(bromomethyl)-2-chloroisonicotinate (300 mg, 1.08 mmol) and 1-(5-methyl-6-(3,3,3-trifluoropropoxy)pyridin-3-yl)ethanamine hydrochloride (337 mg, 1.19 mmol, Amine-36, single enantiomer) in a similar manner to Intermediate-2.